describe an organic reaction: reactants, conditions, products, and yield From a dataset of the Open Reaction Database (ORD), a public repository of structured organic reaction records. Reactants: [Li] (lithium), Cl (hydrochloric acid), FC1=CC=C(C(=O)C2=CC=C(C=C2)S(=O)(=O)C)C=C1 (4-fluoro-4'-methylsulfonylbenzophenone), C1(CCCC1)=O (cyclopentanone). Reagents/catalysts: [Cl-].[Cl-].[Cl-].[Ti+3] (titanium trichloride). Run in COCCOC (1,2-dimethoxyethane), COCCOC (1,2-dimethoxyethane). The product is C1(CCCC1)=C(C1=CC=C(C=C1)S(=O)(=O)C)C1=CC=C(C=C1)F (4-[(cyclopentylidene)(4-fluorophenyl)methyl]methylsulfonylbenzene). The yield is 44.8%. RXN SMILES: [Li].[F:2][C:3]1[CH:20]=[CH:19][C:6]([C:7]([C:9]2[CH:14]=[CH:13][C:12]([S:15]([CH3:18])(=[O:17])=[O:16])=[CH:11][CH:10]=2)=O)=[CH:5][CH:4]=1.[C:21]1(=O)[CH2:25][CH2:24][CH2:23][CH2:22]1.Cl>COCCOC.[Cl-].[Cl-].[Cl-].[Ti+3]>[C:21]1(=[C:7]([C:6]2[CH:19]=[CH:20][C:3]([F:2])=[CH:4][CH:5]=2)[C:9]2[CH:14]=[CH:13][C:12]([S:15]([CH3:18])(=[O:17])=[O:16])=[CH:11][CH:10]=2)[CH2:25][CH2:24][CH2:23][CH2:22]1 |f:5.6.7.8,^1:0|. Reported procedure: 3.5 g (500 mmol) of lithium are added to a suspension of 25.4 g (165 mmol) of titanium trichloride in 300 ml of 1,2-dimethoxyethane. The mixture is refluxed for 2 hours and then cooled to room temperature. A solution of 7.5 g (27 mmol) of 4-fluoro-4'-methylsulfonylbenzophenone, prepared in Example 2, and 2.25 g (27 mmol) of cyclopentanone in 80 ml of 1,2-dimethoxyethane is added dropwise and the mixture is refluxed for 8 hours. After cooling, the mixture is treated with dilute hydrochloric acid ... Reactants: COCC(CC(C)C)N1C(=O)c2ccccc2C1=O, CO, Cl, NN, O. Yields the product COCC(N)CC(C)C. RXN SMILES: [CH3:1][O:2][CH2:3][CH:4]([CH2:5][CH:6]([CH3:7])[CH3:8])[N:9]1[C:10](=[O:11])[c:12]2[c:13]([cH:14][cH:15][cH:16][cH:17]2)[C:18]1=[O:19].[CH3:24][OH:25].[ClH:23].[NH2:21][NH2:22].[OH2:20]>>[CH3:1][O:2][CH2:3][CH:4]([CH2:5][CH:6]([CH3:7])[CH3:8])[NH2:9]. Reactants: FC(COC1=CC=C(C=C1)CN1CCN(CCC1)CC1=CC=C(C(=O)OC)C=C1)(C(F)(F)F)F (methyl 4-[[hexahydro-4-[[4-(2,2,3,3,3-pentafluoropropoxy)-phenyl]methyl]-1H-1,4-diazepin-1-yl]methyl]benzoate), C1CCOC1 (THF), [OH-].[Na+] (sodium hydroxide). Run in CO (methanol). Reaction conditions: time 16 hour. Yields the product FC(COC1=CC=C(C=C1)CN1CCN(CCC1)CC1=CC=C(C(=O)O)C=C1)(C(F)(F)F)F (4-[[hexahydro-4-[[4-(2,2,3,3,3-pentafluoropropoxy)phenyl]methyl]-1H-1,4-diazepin-1-yl]methyl]benzoic acid). The yield is 79.4%. As a reaction SMILES: [F:1][C:2]([F:34])([C:30]([F:33])([F:32])[F:31])[CH2:3][O:4][C:5]1[CH:10]=[CH:9][C:8]([CH2:11][N:12]2[CH2:18][CH2:17][CH2:16][N:15]([CH2:19][C:20]3[CH:29]=[CH:28][C:23]([C:24]([O:26]C)=[O:25])=[CH:22][CH:21]=3)[CH2:14][CH2:13]2)=[CH:7][CH:6]=1.C1COCC1.[OH-].[Na+]>CO>[F:34][C:2]([F:1])([C:30]([F:31])([F:32])[F:33])[CH2:3][O:4][C:5]1[CH:6]=[CH:7][C:8]([CH2:11][N:12]2[CH2:18][CH2:17][CH2:16][N:15]([CH2:19][C:20]3[CH:29]=[CH:28][C:23]([C:24]([OH:26])=[O:25])=[CH:22][CH:21]=3)[CH2:14][CH2:13]2)=[CH:9][CH:10]=1 |f:2.3|. Procedure details: A solution of methyl 4-[[hexahydro-4-[[4-(2,2,3,3,3-pentafluoropropoxy)-phenyl]methyl]-1H-1,4-diazepin-1-yl]methyl]benzoate (0.35 g, 0.72 mmol) in a 1 to 1 mixture of THF and methanol (20 mL) was stirred as an aqueous 2N sodium hydroxide solution (9.8 mL, 27 eq) was added. After 16 h, the reaction mixture was concentrated. The residue was suspended in water (5 mL) and acidified to a pH of 6 with an aqueous 2N HCl solution. The resulting solid was collected by filtration and dried to afford 0.27 ... The reactants are CCOC(=O)C (EtOAc), C(C)(C)(C)OC(=O)N1CC(N(CC1)CC1=C(C=CC(=C1)O)F)=O (4-[2-fluoro-5-(hydroxy)-benzyl]-3-oxo-piperazine-1-carboxylic acid tert-butyl ester), C(C)(C)(C)[Si](Cl)(C1=CC=CC=C1)C1=CC=CC=C1 (tert-butyldiphenylchlorosilane), N1C=NC=C1 (imidazole). Solvent: CN(C)C=O (DMF). The product is C(C)(C)(C)OC(=O)N1CC(N(CC1)CC1=C(C=CC(=C1)O[Si](C1=CC=CC=C1)(C1=CC=CC=C1)C(C)(C)C)F)=O (4-[2-fluoro-5-(tert-butyldiphenylsilyloxy)-benzyl]-3-oxo-piperazine-1-carboxylic acid tert-butyl ester). As a reaction SMILES: [C:1]([O:5][C:6]([N:8]1[CH2:13][CH2:12][N:11]([CH2:14][C:15]2[CH:20]=[C:19]([OH:21])[CH:18]=[CH:17][C:16]=2[F:22])[C:10](=[O:23])[CH2:9]1)=[O:7])([CH3:4])([CH3:3])[CH3:2].[C:24]([Si:28]([C:36]1[CH:41]=[CH:40][CH:39]=[CH:38][CH:37]=1)([C:30]1[CH:35]=[CH:34][CH:33]=[CH:32][CH:31]=1)Cl)([CH3:27])([CH3:26])[CH3:25].N1C=CN=C1.CCOC(C)=O>CN(C=O)C>[C:1]([O:5][C:6]([N:8]1[CH2:13][CH2:12][N:11]([CH2:14][C:15]2[CH:20]=[C:19]([O:21][Si:28]([C:24]([CH3:27])([CH3:26])[CH3:25])([C:36]3[CH:37]=[CH:38][CH:39]=[CH:40][CH:41]=3)[C:30]3[CH:35]=[CH:34][CH:33]=[CH:32][CH:31]=3)[CH:18]=[CH:17][C:16]=2[F:22])[C:10](=[O:23])[CH2:9]1)=[O:7])([CH3:4])([CH3:2])[CH3:3]. Procedure details: A solution of product from Step D (2.75 g, 8.48 mmol), tert-butyldiphenylchlorosilane (2.2 mL, 8.48 mmol), and imidazole (860 mg, 12.7 mmol) in DMF (50 mL) was stirred at 60° C. for 15 hours. The reaction was poured into EtOAc (200 mL), and washed with H2O (300×100 mL). The organic layer was dried with magnesium sulfate, filtered, and concentrated in vacuo. The crude product was purified by column chromatography (25-30% ethyl acetate/hexane) to provide the title compound. Starting materials: C1COCCN1, ClCCl, COC1=C(OC)C(=O)C(Cc2ccc(-c3cccc(OC)c3)c(C(=O)O)c2)=C(C)C1=O, CN(C)c1ccncc1. Product: COC1=C(OC)C(=O)C(Cc2ccc(-c3cccc(OC)c3)c(C(=O)N3CCOCC3)c2)=C(C)C1=O. As a reaction SMILES: [CH2:32]1[CH2:33][O:34][CH2:35][CH2:36][NH:37]1.[CH2:38]([Cl:39])[Cl:40].[CH3:1][O:2][C:3]1=[C:8]([O:9][CH3:10])[C:7](=[O:11])[C:6]([CH2:12][c:13]2[cH:14][cH:15][c:16](-[c:22]3[cH:23][c:24]([O:28][CH3:29])[cH:25][cH:26][cH:27]3)[c:17]([C:18](=[O:19])[OH:20])[cH:21]2)=[C:5]([CH3:30])[C:4]1=[O:31].[CH3:41][N:42]([CH3:43])[c:44]1[cH:45][cH:46][n:47][cH:48][cH:49]1>>[CH3:1][O:2][C:3]1=[C:8]([O:9][CH3:10])[C:7](=[O:11])[C:6]([CH2:12][c:13]2[cH:14][cH:15][c:16](-[c:22]3[cH:23][c:24]([O:28][CH3:29])[cH:25][cH:26][cH:27]3)[c:17]([C:18](=[O:20])[N:37]3[CH2:32][CH2:33][O:34][CH2:35][CH2:36]3)[cH:21]2)=[C:5]([CH3:30])[C:4]1=[O:31]. Reported procedure: To a light green solution of potassium thioacetate (3.94 g, 34.5 mmol) in acetonitrile (150 ml) was added a solution of (R)-2-bromopropanoic acid (4.8 g, 31 mmol) in acetonitrile (12 ml) at room temperature under an argon atomosphere. The resulting white slurry was stirred at room temperature for 2 hours then filtered. The filtrate was concentrated in vacuo. The residue was diluted in ethyl acetate (100 ml), washed with a 10% aqueous solution of potassium bisulfate (50 ml) and brine, dried (sodi... Starting materials: C(C)(=S)[O-].[K+] (potassium thioacetate), Br[C@@H](C(=O)O)C ((R)-2-bromopropanoic acid). Yields the product C(C)(=O)S[C@H](C(=O)O)C ((S)-2-(Acetylthio)propanoic acid). Solvent: C(C)#N (acetonitrile), C(C)#N (acetonitrile). Run at time 2 hour. Reaction SMILES: [C:1]([O-:4])(=[S:3])[CH3:2].[K+].Br[C@H:7]([CH3:11])[C:8]([OH:10])=[O:9]>C(#N)C>[C:1]([S:3][C@@H:7]([CH3:11])[C:8]([OH:10])=[O:9])(=[O:4])[CH3:2] |f:0.1|. Yield: 80.5%. Reactants: CS(=O)(=O)OCCOC1=C(C=CC=C1)OCC(C)C (2-[2-(2-methylprop-1-yloxy)phenoxy]ethyl methanesulfonate), ClC=1C=C2C(=CNC2=CC1)CC(C)(C)N ([2 -(5-chloro-1H-indol-3-yl)-1,1-dimethylethyl]amine), CC=1NC2=CC=C(C=C2C1CC(C)(C)N)C ([2-(2,5-dimethyl-1H-indol-3-yl)-1,1-dimethylethyl]amine). The product is Cl.CC=1NC2=CC=C(C=C2C1CC(C)(C)NCCOC1=C(C=CC=C1)OCC(C)C)C ([2-(2,5-dimethyl-1H- indol-3-yl)-1,1-dimethylethyl]{2-[2-(2-methylprop-1-yloxy)phenoxy]ethyl}amine hydrochloride). RXN SMILES: CS(O[CH2:6][CH2:7][O:8][C:9]1[CH:14]=[CH:13][CH:12]=[CH:11][C:10]=1[O:15][CH2:16][CH:17]([CH3:19])[CH3:18])(=O)=O.[Cl:20]C1C=C2C(=CC=1)NC=C2CC(N)(C)C.[CH3:35][C:36]1[NH:37][C:38]2[C:43]([C:44]=1[CH2:45][C:46]([NH2:49])([CH3:48])[CH3:47])=[CH:42][C:41]([CH3:50])=[CH:40][CH:39]=2>>[ClH:20].[CH3:35][C:36]1[NH:37][C:38]2[C:43]([C:44]=1[CH2:45][C:46]([NH:49][CH2:6][CH2:7][O:8][C:9]1[CH:14]=[CH:13][CH:12]=[CH:11][C:10]=1[O:15][CH2:16][CH:17]([CH3:18])[CH3:19])([CH3:47])[CH3:48])=[CH:42][C:41]([CH3:50])=[CH:40][CH:39]=2 |f:3.4|. Reported procedure: Proceeding as in Example 3, but replacing 2-[2-(cyclopropylmethyloxy)phenoxy]ethyl methanesulfonate with 2-[2-(2-methylprop-1-yloxy)phenoxy]ethyl methanesulfonate and [2 -(5-chloro-1H-indol-3-yl)-1,1-dimethylethyl]amine with [2-(2,5-dimethyl-1H-indol-3-yl)-1,1-dimethylethyl]amine, gave [2-(2,5-dimethyl-1H- indol-3-yl)-1,1-dimethylethyl]{2-[2-(2-methylprop-1-yloxy)phenoxy]ethyl}amine hydrochloride, m.p. 216°-218° C. Reactants: ClC=1N=C(C2=C(N1)CCN(C2)C2=CC(=NN2CC)C2CC2)N2[C@@H](COCC2)C ((R)-4-(2-chloro-6-(3-cyclopropyl-1-ethyl-1H-pyrazol-5-yl)-5,6,7,8-tetrahydropyrido[4,3-d]pyrimidin-4-yl)-3-methylmorpholine), CC1=NN(C2=CC=C(C(=C12)B1OC(C(O1)(C)C)(C)C)C)S(=O)(=O)C1=CC=C(C)C=C1 (3,5-dimethyl-4-(4,4,5,5-tetramethyl-1,3,2-dioxaborolan-2-yl)-1-tosyl-1H-indazole), C(=O)([O-])[O-].[Na+].[Na+] (Na2CO3). Reagents/catalysts: C=1C=CC(=CC1)[P](C=2C=CC=CC2)(C=3C=CC=CC3)[Pd]([P](C=4C=CC=CC4)(C=5C=CC=CC5)C=6C=CC=CC6)([P](C=7C=CC=CC7)(C=8C=CC=CC8)C=9C=CC=CC9)[P](C=1C=CC=CC1)(C=1C=CC=CC1)C=1C=CC=CC1 (Pd(Ph3P)4). The solvent is COCCOC (DME). Run at temperature 130 celsius. Product: C1(CC1)C1=NN(C(=C1)N1CC2=C(N=C(N=C2N2[C@@H](COCC2)C)C2=C3C(=NN(C3=CC=C2C)S(=O)(=O)C2=CC=C(C)C=C2)C)CC1)CC ((R)-4-(6-(3-cyclopropyl-1-ethyl-1H-pyrazol-5-yl)-2-(3,5-dimethyl-1-tosyl-1H-indazol-4-yl)-5,6,7,8-tetrahydropyrido[4,3-d]pyrimidin-4-yl)-3-methylmorpholine). RXN SMILES: Cl[C:2]1[N:3]=[C:4]([N:22]2[CH2:27][CH2:26][O:25][CH2:24][C@H:23]2[CH3:28])[C:5]2[CH2:11][N:10]([C:12]3[N:16]([CH2:17][CH3:18])[N:15]=[C:14]([CH:19]4[CH2:21][CH2:20]4)[CH:13]=3)[CH2:9][CH2:8][C:6]=2[N:7]=1.[CH3:29][C:30]1[C:38]2[C:33](=[CH:34][CH:35]=[C:36]([CH3:48])[C:37]=2B2OC(C)(C)C(C)(C)O2)[N:32]([S:49]([C:52]2[CH:58]=[CH:57][C:55]([CH3:56])=[CH:54][CH:53]=2)(=[O:51])=[O:50])[N:31]=1.C([O-])([O-])=O.[Na+].[Na+]>COCCOC.C1C=CC([P]([Pd]([P](C2C=CC=CC=2)(C2C=CC=CC=2)C2C=CC=CC=2)([P](C2C=CC=CC=2)(C2C=CC=CC=2)C2C=CC=CC=2)[P](C2C=CC=CC=2)(C2C=CC=CC=2)C2C=CC=CC=2)(C2C=CC=CC=2)C2C=CC=CC=2)=CC=1>[CH:19]1([C:14]2[CH:13]=[C:12]([N:10]3[CH2:9][CH2:8][C:6]4[N:7]=[C:2]([C:37]5[C:36]([CH3:48])=[CH:35][CH:34]=[C:33]6[C:38]=5[C:30]([CH3:29])=[N:31][N:32]6[S:49]([C:52]5[CH:58]=[CH:57][C:55]([CH3:56])=[CH:54][CH:53]=5)(=[O:50])=[O:51])[N:3]=[C:4]([N:22]5[CH2:27][CH2:26][O:25][CH2:24][C@H:23]5[CH3:28])[C:5]=4[CH2:11]3)[N:16]([CH2:17][CH3:18])[N:15]=2)[CH2:21][CH2:20]1 |f:2.3.4,^1:74,76,95,114|. Procedure details: To a solution of (R)-4-(2-chloro-6-(3-cyclopropyl-1-ethyl-1H-pyrazol-5-yl)-5,6,7,8-tetrahydropyrido[4,3-d]pyrimidin-4-yl)-3-methylmorpholine (0.116 g, 0.288 mmol) in DME (1.4 mL) was added 3,5-dimethyl-4-(4,4,5,5-tetramethyl-1,3,2-dioxaborolan-2-yl)-1-tosyl-1H-indazole (0.129 g, 0.302 mmol), Pd(Ph3P)4 (0.033 g, 0.029 mmol) and aqueous Na2CO3 (0.43 mL, 2 M). The mixture was sparged with argon and heated in a microwave reactor at 130° C. for 1 h 20 min. The mixture was filtered and concentrated un... Starting materials: C1(=CC=CC=C1)C=1N(C=CN1)CCCN (3-(2-phenyl-1H-imidazol-1-yl)propanamine), I.CSC1=NC2=CC=CC=3C2=C1C=CC3 (2-(methylthio)benz[cd]indole hydroiodide), C(C)(=O)[O-].[Na+] (sodium acetate). The solvent is C(C)O (ethanol). Yields the product I.C1(=CC=CC=C1)C=1N(C=CN1)CCCNC1=NC2=CC=CC=3C2=C1C=CC3 (N-[3-(2-Phenyl-1H-imidazol-1-yl)propyl]benz[cd]indol-2-amine, monohydroiodide). Reaction SMILES: [C:1]1([C:7]2[N:8]([CH2:12][CH2:13][CH2:14][NH2:15])[CH:9]=[CH:10][N:11]=2)[CH:6]=[CH:5][CH:4]=[CH:3][CH:2]=1.[IH:16].CS[C:19]1[C:27]2[CH:28]=[CH:29][CH:30]=[C:25]3[C:26]=2[C:21](=[CH:22][CH:23]=[CH:24]3)[N:20]=1.C([O-])(=O)C.[Na+]>C(O)C>[IH:16].[C:1]1([C:7]2[N:8]([CH2:12][CH2:13][CH2:14][NH:15][C:19]3[C:27]4[CH:28]=[CH:29][CH:30]=[C:25]5[C:26]=4[C:21](=[CH:22][CH:23]=[CH:24]5)[N:20]=3)[CH:9]=[CH:10][N:11]=2)[CH:2]=[CH:3][CH:4]=[CH:5][CH:6]=1 |f:1.2,3.4,6.7|. Reported procedure: A mixture of 4.0 g of 3-(2-phenyl-1H-imidazol-1-yl)propanamine, 6.5 g of 2-(methylthio)benz[cd]indole hydroiodide, 1.8 g of sodium acetate and 250 ml of ethanol was reacted as described in Example 11. The crude product was recrystallized from a mixture of ethanol and isopropanol giving 3.8 g of the desired product, mp 153° C.-155° C. Reactants: COC1=CC=C(CN2CCC(CC2)NC(=O)C2=NC=C(C(=O)OC)C=C2)C=C1 (methyl 6-(1-(4-methoxybenzyl)piperidin-4-ylcarbamoyl)nicotinate), O.[OH-].[Li+] (lithium hydroxide monohydrate), solution, Cl (HCl). Run in O1CCCC1 (tetrahydrofuran), CO (methanol), O (water). Conditions: time 30 minute. Yields the product COC1=CC=C(CN2CCC(CC2)NC(=O)C2=NC=C(C(=O)O)C=C2)C=C1 (6-(1-(4-methoxybenzyl)piperidin-4-ylcarbamoyl)nicotinic acid). RXN SMILES: [CH3:1][O:2][C:3]1[CH:28]=[CH:27][C:6]([CH2:7][N:8]2[CH2:13][CH2:12][CH:11]([NH:14][C:15]([C:17]3[CH:26]=[CH:25][C:20]([C:21]([O:23]C)=[O:22])=[CH:19][N:18]=3)=[O:16])[CH2:10][CH2:9]2)=[CH:5][CH:4]=1.O.[OH-].[Li+].Cl>O1CCCC1.CO.O>[CH3:1][O:2][C:3]1[CH:4]=[CH:5][C:6]([CH2:7][N:8]2[CH2:13][CH2:12][CH:11]([NH:14][C:15]([C:17]3[CH:26]=[CH:25][C:20]([C:21]([OH:23])=[O:22])=[CH:19][N:18]=3)=[O:16])[CH2:10][CH2:9]2)=[CH:27][CH:28]=1 |f:1.2.3|. Reported procedure: To a solution of 5-(methoxycarbonyl)pyridine-2-carboxylic acid (0.209 g, 1.18 mmol, 1.0 eq) and 1-(4-methoxybenzyl)piperidine dihydrochloride (0.373 g, 1.27 mmol, 1.1 eq) in dimethylformamide (10 mL) was added triethylamine (0.40 mL, 2.89 mmol, 2.5 eq) followed by HATU (0.528 g, 1.39 mmol, 1.2 eq). The reaction was stirred at room temperature for 2 days before partitioning between EtOAc (100 mL) and water (80 mL). The organics were further washed with brine (80 mL), water (80 mL) and brine (80 m...